Dataset: the Open Reaction Database (ORD), a public repository of structured organic reaction records. Task: describe an organic reaction: reactants, conditions, products, and yield Starting materials: BrB(Br)Br, ClCCl, COc1cc(F)c(-c2c(F)cccc2C#N)cc1-c1cnc2nc(C(C)(C)O)cnn12. Product: CC(C)(O)c1cnn2c(-c3cc(-c4c(F)cccc4C#N)c(F)cc3O)cnc2n1. Reaction SMILES: [B:32]([Br:33])([Br:34])[Br:35].[Cl:36][CH2:37][Cl:38].[F:1][c:2]1[cH:3][cH:4][cH:5][c:6]([C:30]#[N:31])[c:7]1-[c:8]1[c:9]([F:29])[cH:10][c:11]([O:27][CH3:28])[c:12](-[c:14]2[cH:15][n:16][c:17]3[n:18]2[n:19][cH:20][c:21]([C:23]([CH3:24])([CH3:25])[OH:26])[n:22]3)[cH:13]1>>[F:1][c:2]1[cH:3][cH:4][cH:5][c:6]([C:30]#[N:31])[c:7]1-[c:8]1[c:9]([F:29])[cH:10][c:11]([OH:27])[c:12](-[c:14]2[cH:15][n:16][c:17]3[n:18]2[n:19][cH:20][c:21]([C:23]([CH3:24])([CH3:25])[OH:26])[n:22]3)[cH:13]1. Reactants: [H-].[Na+] (sodium hydride), S1C(=NN=C1)S (1,3,4-thiadiazole-2-thiol), C1(=CC=CC=C1)C(C1=CC=CC=C1)OC(=O)C=1N2C([C@@H](C2CCC1Cl)NC(\C(=N/OC(C1=CC=CC=C1)(C1=CC=CC=C1)C1=CC=CC=C1)\C=1N=C(SC1Cl)N)=O)=O ((7R)-7-[(Z)-2-(2-amino-5-chlorothiazol-4-yl)-2-(triphenylmethoxyimino]-acetamido]-3-chloro-8-oxo-1-aza-bicyclo[4.2.0]oct-2-ene-2-carboxylate diphenylmethyl ester). Run in C(C)#N (acetonitile). Run at time 1 hour. Product: C1(=CC=CC=C1)C(C1=CC=CC=C1)OC(=O)C=1N2C([C@@H](C2CCC1SC=1SC=NN1)NC(\C(=N/OC(C1=CC=CC=C1)(C1=CC=CC=C1)C1=CC=CC=C1)\C=1N=C(SC1Cl)N)=O)=O ((7R)-7-[(Z) 2-(2-amino-5-chlorothiazol-4-yl)-2-(triphenylmethoxyimino]-acetamido]-3-[1,3,4-thiadiazol-2-ylthio]-8-oxo-1-aza-bicyclo[4.2.0]oct-2-ene-2-carboxylate diphenylmethyl ester). RXN SMILES: [S:1]1[CH:5]=[N:4][N:3]=[C:2]1[SH:6].[H-].[Na+].[C:9]1([CH:15]([O:22][C:23]([C:25]2[N:26]3[CH:29]([CH2:30][CH2:31][C:32]=2Cl)[C@@H:28]([NH:34][C:35](=[O:65])/[C:36](/[C:58]2[N:59]=[C:60]([NH2:64])[S:61][C:62]=2[Cl:63])=[N:37]\[O:38][C:39]([C:52]2[CH:57]=[CH:56][CH:55]=[CH:54][CH:53]=2)([C:46]2[CH:51]=[CH:50][CH:49]=[CH:48][CH:47]=2)[C:40]2[CH:45]=[CH:44][CH:43]=[CH:42][CH:41]=2)[C:27]3=[O:66])=[O:24])[C:16]2[CH:21]=[CH:20][CH:19]=[CH:18][CH:17]=2)[CH:14]=[CH:13][CH:12]=[CH:11][CH:10]=1>C(#N)C>[C:9]1([CH:15]([O:22][C:23]([C:25]2[N:26]3[CH:29]([CH2:30][CH2:31][C:32]=2[S:6][C:2]2[S:1][CH:5]=[N:4][N:3]=2)[C@@H:28]([NH:34][C:35](=[O:65])/[C:36](/[C:58]2[N:59]=[C:60]([NH2:64])[S:61][C:62]=2[Cl:63])=[N:37]\[O:38][C:39]([C:52]2[CH:53]=[CH:54][CH:55]=[CH:56][CH:57]=2)([C:46]2[CH:47]=[CH:48][CH:49]=[CH:50][CH:51]=2)[C:40]2[CH:45]=[CH:44][CH:43]=[CH:42][CH:41]=2)[C:27]3=[O:66])=[O:24])[C:16]2[CH:21]=[CH:20][CH:19]=[CH:18][CH:17]=2)[CH:14]=[CH:13][CH:12]=[CH:11][CH:10]=1 |f:1.2|. Reported procedure: To a suspension of 1,3,4-thiadiazole-2-thiol (0.5 g, 0.004 mol) in acetonitile (40 mL) was added sodium hydride (0.2 g, 0.0043 mol) and the mixture was stirred for 1 hour at room temperature. To the resulting suspension was added (7R)-7-[(Z)-2-(2-amino-5-chlorothiazol-4-yl)-2-(triphenylmethoxyimino]-acetamido]-3-chloro-8-oxo-1-aza-bicyclo[4.2.0]oct-2-ene-2-carboxylate diphenylmethyl ester (2.6 g, 0.003 mol), and the mixture was stirred for 48 hours. The solvent was evaporated and the residue was... As a reaction SMILES: [C:1]([C:6]1[CH:11]=[CH:10][C:9]([CH2:12][CH2:13][NH:14][CH2:15][CH:16]([OH:27])[C:17]2[S:21][C:20]([NH:22][C:23](=[O:25])[CH3:24])=[N:19][C:18]=2[CH3:26])=[CH:8][CH:7]=1)([O:3]CC)=[O:2].[OH-].[Na+]>>[C:1]([C:6]1[CH:11]=[CH:10][C:9]([CH2:12][CH2:13][NH:14][CH2:15][CH:16]([OH:27])[C:17]2[S:21][C:20]([NH:22][C:23](=[O:25])[CH3:24])=[N:19][C:18]=2[CH3:26])=[CH:8][CH:7]=1)([OH:3])=[O:2] |f:1.2|. Procedure details: Prepared analogously to Example 2 by reaction of N-[2-(4-carboethoxyphenyl)ethyl]-2-hydroxy-2-(2-acetylamino-4-methyl-thiazol-5-yl)ethanamine with 1N sodium hydroxide solution. After neutralisation with 1N hydrochloric acid, the mixture is evaporated to dryness, and the residue is recrystallised from 10 ml of water. Reactants: C(=O)(OCC)C1=CC=C(C=C1)CCNCC(C1=C(N=C(S1)NC(C)=O)C)O (N-[2-(4-carboethoxyphenyl)ethyl]-2-hydroxy-2-(2-acetylamino-4-methyl-thiazol-5-yl)ethanamine), [OH-].[Na+] (sodium hydroxide). The product is C(=O)(O)C1=CC=C(C=C1)CCNCC(C1=C(N=C(S1)NC(C)=O)C)O (N-[2-(4-Carboxyphenyl)ethyl]-2-hydroxy-2-(2-acetylamino-4- methyl-thiazol-5-yl)ethanamine). Reactants: COc1cc2ccc(-c3cc(OCc4ccccc4)c(OC)cc3[N+](=O)[O-])cc2cc1OC, CCOC(C)=O. The product is COc1cc2ccc(-c3cc(OCc4ccccc4)c(OC)cc3N)cc2cc1OC. Reaction SMILES: [CH2:1]([c:2]1[cH:3][cH:4][cH:5][cH:6][cH:7]1)[O:8][c:9]1[c:10]([O:32][CH3:33])[cH:11][c:12]([N+:29]([O-:30])=[O:31])[c:13](-[c:15]2[cH:16][c:17]3[cH:18][c:19]([O:27][CH3:28])[c:20]([O:25][CH3:26])[cH:21][c:22]3[cH:23][cH:24]2)[cH:14]1.[CH3:34][CH2:35][O:36][C:37](=[O:38])[CH3:39]>>[CH2:1]([c:2]1[cH:3][cH:4][cH:5][cH:6][cH:7]1)[O:8][c:9]1[c:10]([O:32][CH3:33])[cH:11][c:12]([NH2:29])[c:13](-[c:15]2[cH:16][c:17]3[cH:18][c:19]([O:27][CH3:28])[c:20]([O:25][CH3:26])[cH:21][c:22]3[cH:23][cH:24]2)[cH:14]1. Reactants: ClC1=C(C=C(N)C=C1)C1=NC=CC=C1 (4-chloro-3-(pyridin-2-yl)aniline), ClC1=C(C=C(C=C1)NC(C1=CC=C(C=C1)CSCCN(C)C)=O)C1=NC=CC=C1 (N-(4-chloro-3-(pyridin-2-yl)phenyl)-4-((2-(dimethylamino)ethylthio)methyl)benzamide), OOS(=O)[O-].[K+] (oxone), BrCC1=CC=C(C(=O)O)C=C1 (4-(bromomethyl)benzoic acid), BrCC1=CC=C(C(=O)NC2=CC(=C(C=C2)Cl)C2=NC=CC=C2)C=C1 (4-(bromomethyl)-N-(4-chloro-3-(pyridin-2-yl)phenyl)benzamide), Cl.CN(CCS)C (2-(dimethylamino)ethanethiol hydrochloride). Yields the product ClC1=C(C=C(C=C1)NC(C1=CC=C(C=C1)CS(=O)(=O)CCN(C)C)=O)C1=NC=CC=C1 (N-(4-chloro-3-(pyridin-2-yl)phenyl)-4-((2-(dimethylamino)ethylsulfonyl)methyl)benzamide). Reaction SMILES: ClC1C=CC(N)=CC=1C1C=CC=CN=1.BrCC1C=CC(C(O)=O)=CC=1.Br[CH2:27][C:28]1[CH:49]=[CH:48][C:31]([C:32]([NH:34][C:35]2[CH:40]=[CH:39][C:38]([Cl:41])=[C:37]([C:42]3[CH:47]=[CH:46][CH:45]=[CH:44][N:43]=3)[CH:36]=2)=[O:33])=[CH:30][CH:29]=1.Cl.[CH3:51][N:52]([CH3:56])[CH2:53][CH2:54]S.ClC1C=CC(NC(=O)C2C=CC(CSCCN(C)C)=CC=2)=CC=1C1C=CC=CN=1.O[O:87][S:88]([O-:90])=O.[K+]>>[Cl:41][C:38]1[CH:39]=[CH:40][C:35]([NH:34][C:32](=[O:33])[C:31]2[CH:48]=[CH:49][C:28]([CH2:27][S:88]([CH2:54][CH2:53][N:52]([CH3:56])[CH3:51])(=[O:90])=[O:87])=[CH:29][CH:30]=2)=[CH:36][C:37]=1[C:42]1[CH:47]=[CH:46][CH:45]=[CH:44][N:43]=1 |f:3.4,6.7|. Procedure details: 500 mg of 4-chloro-3-(pyridin-2-yl)aniline was coupled to 4-(bromomethyl)benzoic acid via Procedure E. 170 mg of 4-(bromomethyl)-N-(4-chloro-3-(pyridin-2-yl)phenyl)benzamide was reacted with 2-(dimethylamino)ethanethiol hydrochloride via Procedure Q. 140 mg of crude N-(4-chloro-3-(pyridin-2-yl)phenyl)-4-((2-(dimethylamino)ethylthio)methyl)benzamide was reacted with oxone via Procedure R. The crude product was purified by reverse phase HPLC to yield N-(4-chloro-3-(pyridin-2-yl)phenyl)-4-((2-(dime... The reactants are C(F)(F)(F)OC(F)(C(F)(F)F)C(F)(F)OC(F)=C(F)F (CF3OCF(CF3)CF2OCF═CF2), C(C)(C)O (isopropanol), 575. Product: C(F)(F)(F)OC(F)(C(F)(F)F)C(F)(F)OC(F)C(F)(F)C(C)(C)O (CF3OCF(CF3)CF2OCFHCF2C(CH3)2OH). RXN SMILES: [C:1]([O:5][C:6]([C:12]([O:15][C:16](=[C:18]([F:20])[F:19])[F:17])([F:14])[F:13])([C:8]([F:11])([F:10])[F:9])[F:7])([F:4])([F:3])[F:2].[CH:21]([OH:24])([CH3:23])[CH3:22]>>[C:1]([O:5][C:6]([C:12]([O:15][CH:16]([C:18]([C:21]([OH:24])([CH3:23])[CH3:22])([F:19])[F:20])[F:17])([F:13])[F:14])([C:8]([F:11])([F:10])[F:9])[F:7])([F:4])([F:3])[F:2]. Reported procedure: CF3OCF(CF3)CF2OCFHCF2C(CH3)2OH was prepared by the reaction of CF3OCF(CF3)CF2OCF═CF2 (52.9 g, 0.16 mol) with isopropanol (202 g, 3.37 mol) using LUPEROX 575 (11.4 g) as free radical initiator at 75° C. The resulting product reaction mixture was distilled and the distillation fraction of b.r.=161-166° C. used in the next step. Starting materials: CC1(C)OCC(CCNC(=O)C2NC(CC3(CO)CC=CCC3)C(C#N)(c3ccc(Cl)cc3F)C2c2cccc(Cl)c2F)O1, Cl, C1CCOC1. RXN SMILES: [CH3:1][C:2]1([CH3:44])[O:3][CH2:4][CH:5]([CH2:7][CH2:8][NH:9][C:10](=[O:11])[CH:12]2[NH:13][CH:14]([CH2:35][C:36]3([CH2:42][OH:43])[CH2:37][CH:38]=[CH:39][CH2:40][CH2:41]3)[C:15]([C:25]#[N:26])([c:27]3[c:28]([F:34])[cH:29][c:30]([Cl:33])[cH:31][cH:32]3)[CH:16]2[c:17]2[c:18]([F:24])[c:19]([Cl:23])[cH:20][cH:21][cH:22]2)[O:6]1.[ClH:45].[O:46]1[CH2:47][CH2:48][CH2:49][CH2:50]1>>[OH:3][CH2:4][CH:5]([OH:6])[CH2:7][CH2:8][NH:9][C:10](=[O:11])[CH:12]1[NH:13][CH:14]([CH2:35][C:36]2([CH2:42][OH:43])[CH2:37][CH:38]=[CH:39][CH2:40][CH2:41]2)[C:15]([C:25]#[N:26])([c:27]2[c:28]([F:34])[cH:29][c:30]([Cl:33])[cH:31][cH:32]2)[CH:16]1[c:17]1[c:18]([F:24])[c:19]([Cl:23])[cH:20][cH:21][cH:22]1. The product is N#CC1(c2ccc(Cl)cc2F)C(CC2(CO)CC=CCC2)NC(C(=O)NCCC(O)CO)C1c1cccc(Cl)c1F. Starting materials: [H-].[Na+] (sodium hydride), CC1=C(C2CO2)C=CC=C1 (o-methylstyrene oxide), [I-].C[S+](C)C (trimethylsulfonium iodide). The product is C=1(C(=CC=CC1)C=O)C (o-tolualdehyde). As a reaction SMILES: [H-].[Na+].[I-].C[S+](C)C.[CH3:8][C:9]1[CH:17]=[CH:16][CH:15]=[CH:14][C:10]=1[CH:11]1[O:13]C1>>[C:9]1([CH3:8])[C:10]([CH:11]=[O:13])=[CH:14][CH:15]=[CH:16][CH:17]=1 |f:0.1,2.3|. Procedure: Following the procedure of Example 16 and employing 57% sodium hydride (4.84 g., 0.115 mol), 23.5 g. (0.115 mol) of trimethylsulfonium iodide and 11.5 g. (0.0926 mol) of o-tolualdehyde there is obtained o-methylstyrene oxide.